Dataset: the Open Reaction Database (ORD), a public repository of structured organic reaction records. Task: describe an organic reaction: reactants, conditions, products, and yield Reactants: COCCOC, N#Cc1c(OS(=O)(=O)C(F)(F)F)cc(N)nc1-c1ccco1, NCc1ccccn1. Yields the product N#Cc1c(NCc2ccccn2)cc(N)nc1-c1ccco1. RXN SMILES: [CH3:31][O:32][CH2:33][CH2:34][O:35][CH3:36].[NH2:1][c:2]1[cH:3][c:4]([O:15][S:16]([C:17]([F:18])([F:19])[F:20])(=[O:21])=[O:22])[c:5]([C:13]#[N:14])[c:6](-[c:8]2[o:9][cH:10][cH:11][cH:12]2)[n:7]1.[c:23]1([CH2:29][NH2:30])[cH:24][cH:25][cH:26][cH:27][n:28]1>>[NH2:1][c:2]1[cH:3][c:4]([NH:30][CH2:29][c:23]2[cH:24][cH:25][cH:26][cH:27][n:28]2)[c:5]([C:13]#[N:14])[c:6](-[c:8]2[o:9][cH:10][cH:11][cH:12]2)[n:7]1. The reactants are BrC1=CC=C(C=C1)C=1NC(C=2N(C1)N=C(C2)CO)=O (6-(4-bromo-phenyl)-2-hydroxymethyl-5H-pyrazolo[1,5-a]pyrazin-4-one), P(Br)(Br)Br (phosphorus tribromide). Run in ClCCl (dichloromethane). Conditions: time 20 hour. Product: BrCC1=NN2C(C(NC(=C2)C2=CC=C(C=C2)Br)=O)=C1 (2-bromomethyl-6-(4-bromo-phenyl)-5H-pyrazolo[1,5-a]pyrazin-4-one). RXN SMILES: [Br:1][C:2]1[CH:7]=[CH:6][C:5]([C:8]2[NH:9][C:10](=[O:19])[C:11]3[N:12]([N:14]=[C:15]([CH2:17]O)[CH:16]=3)[CH:13]=2)=[CH:4][CH:3]=1.P(Br)(Br)[Br:21]>ClCCl>[Br:21][CH2:17][C:15]1[CH:16]=[C:11]2[C:10](=[O:19])[NH:9][C:8]([C:5]3[CH:6]=[CH:7][C:2]([Br:1])=[CH:3][CH:4]=3)=[CH:13][N:12]2[N:14]=1. Reported procedure: To a suspension of 142 mg (0.445 mmol) 6-(4-bromo-phenyl)-2-hydroxymethyl-5H-pyrazolo[1,5-a]pyrazin-4-one in 8 ml dichloromethane is added 52 μl (0.56 mmol) phosphorus tribromide. The reaction mixture is stirred for 20 hours at room temperature. The mixture is partitioned between water and dichloromethane. The organic phase is dried over sodium sulfate and evaporated. Purification by preparative HPLC (RP18 silica gel, eluent water/acetonitrile/formic acid) affords 2-bromomethyl-6-(4-bromo-phenyl... The reactants are CC(Cl)c1cccnc1, N#CC%21(CCC%21)C%22=CC=C(O)C=C%22. The reagents and catalysts are O=C([O-])[O-].[Cs+].[Cs+] (cesium carbonate), [I-].[K+] (potassium iodide). Solvent: CN(C)C=O (DMF), CN(C)C=O (dmf), CN(C)C=O (DMF). Conditions: temperature 70 celsius, time 16 hour. Yields the product N#CC%31(CCC%31)C%32=CC=C(OC(C)C%33=CC=CN=C%33)C=C%32.